This data is from the Open Reaction Database (ORD), a public repository of structured organic reaction records. The task is: describe an organic reaction: reactants, conditions, products, and yield Starting materials: CCOC(=O)CN1C(=O)C(O)(c2cc3c(cc2O)OC(C)(C)C3)c2c(Br)cccc21, CC[SiH](CC)CC, ClCCl, O=C(O)C(F)(F)F. Product: CCOC(=O)CN1C(=O)C(c2cc3c(cc2O)OC(C)(C)C3)c2c(Br)cccc21. Reaction SMILES: [Br:1][c:2]1[c:3]2[c:7]([cH:8][cH:9][cH:10]1)[N:6]([CH2:11][C:12](=[O:13])[O:14][CH2:15][CH3:16])[C:5](=[O:17])[C:4]2([c:18]1[c:19]([OH:29])[cH:20][c:21]2[c:22]([cH:28]1)[CH2:23][C:24]([CH3:26])([CH3:27])[O:25]2)[OH:30].[CH2:31]([SiH:32]([CH2:33][CH3:34])[CH2:35][CH3:36])[CH3:37].[Cl:45][CH2:46][Cl:47].[OH:38][C:39]([C:40]([F:41])([F:42])[F:43])=[O:44]>>[Br:1][c:2]1[c:3]2[c:7]([cH:8][cH:9][cH:10]1)[N:6]([CH2:11][C:12](=[O:13])[O:14][CH2:15][CH3:16])[C:5](=[O:17])[CH:4]2[c:18]1[c:19]([OH:29])[cH:20][c:21]2[c:22]([cH:28]1)[CH2:23][C:24]([CH3:26])([CH3:27])[O:25]2. Reactants: CC=1NC=CN1 (2-methylimidazole), ClC=1N=C(C2=C(N1)SC1=C2CCCC1)NCC1=CC(=C(C=C1)Cl)Cl (2-chloro-5,6,7,8-tetrahydro-4-(3,4-dichlorobenzylamino)-[1]-benzothieno-[2,3-d]-pyrimidine). Product: CC=1N(C=CN1)C=1N=C(C2=C(N1)SC1=C2CCCC1)NCC1=CC(=C(C=C1)Cl)Cl (2-(2-methylimidazol-1-yl)-5,6,7,8-tetrahydro-4-(3,4-dichlorobenzylamino)-[1]-benzothieno-[2,3-d]-pyrimidine). RXN SMILES: [CH3:1][C:2]1[NH:3][CH:4]=[CH:5][N:6]=1.Cl[C:8]1[N:9]=[C:10]([NH:21][CH2:22][C:23]2[CH:28]=[CH:27][C:26]([Cl:29])=[C:25]([Cl:30])[CH:24]=2)[C:11]2[C:16]3[CH2:17][CH2:18][CH2:19][CH2:20][C:15]=3[S:14][C:12]=2[N:13]=1>>[CH3:1][C:2]1[N:3]([C:8]2[N:9]=[C:10]([NH:21][CH2:22][C:23]3[CH:28]=[CH:27][C:26]([Cl:29])=[C:25]([Cl:30])[CH:24]=3)[C:11]3[C:16]4[CH2:17][CH2:18][CH2:19][CH2:20][C:15]=4[S:14][C:12]=3[N:13]=2)[CH:4]=[CH:5][N:6]=1. Procedure details: Following the procedure of Example 97, the reaction of 2-methylimidazole with 2-chloro-5,6,7,8-tetrahydro-4-(3,4-dichlorobenzylamino)-[1]-benzothieno-[2,3-d]-pyrimidine gives 2-(2-methylimidazol-1-yl)-5,6,7,8-tetrahydro-4-(3,4-dichlorobenzylamino)-[1]-benzothieno-[2,3-d]-pyrimidine. Starting materials: FC1=CC=C(C=C1)C(CCCN1CCC(CC1)(O)C1=CC=C(C=C1)Cl)O (1-(p-fluorophenyl)-4-[4-(p-chlorophenyl)-4-hydroxypiperidino]-1-butanol). Reagents/catalysts: [O-2].[O-2].[Mn+4] (manganese dioxide). The solvent is C(Cl)(Cl)Cl (chloroform). Conditions: time 7 hour. Yields the product ClC1=CC=C(C=C1)C1(CCN(CC1)CCCC(=O)C1=CC=C(C=C1)F)O (γ-[4-(p-chlorophenyl)-4-hydroxypiperidino]-p-fluorobutyrophenone). Reaction SMILES: [F:1][C:2]1[CH:7]=[CH:6][C:5]([CH:8]([OH:26])[CH2:9][CH2:10][CH2:11][N:12]2[CH2:17][CH2:16][C:15]([C:19]3[CH:24]=[CH:23][C:22]([Cl:25])=[CH:21][CH:20]=3)([OH:18])[CH2:14][CH2:13]2)=[CH:4][CH:3]=1>C(Cl)(Cl)Cl.[O-2].[O-2].[Mn+4]>[Cl:25][C:22]1[CH:21]=[CH:20][C:19]([C:15]2([OH:18])[CH2:14][CH2:13][N:12]([CH2:11][CH2:10][CH2:9][C:8]([C:5]3[CH:4]=[CH:3][C:2]([F:1])=[CH:7][CH:6]=3)=[O:26])[CH2:17][CH2:16]2)=[CH:24][CH:23]=1 |f:2.3.4|. Procedure details: To a solution of 4.0 g of 1-(p-fluorophenyl)-4-[4-(p-chlorophenyl)-4-hydroxypiperidino]-1-butanol in 100 ml of chloroform was added 10 g of manganese dioxide (fine powder). And then the mixture was stirred at room temperature for 7 hours. The reaction product was filtered and the filtrate was concentrated to dryness under reduced pressure. The residue was recrystallized from aqueous acetone to obtain γ-[4-(p-chlorophenyl)-4-hydroxypiperidino]-p-fluorobutyrophenone, melting at 150° - 151°C.